From a dataset of the Open Reaction Database (ORD), a public repository of structured organic reaction records. describe an organic reaction: reactants, conditions, products, and yield Starting materials: CN(C)C=O (DMF), ClC1=CC=NC2=CC(=C(C=C12)OC)OCCCC=1C=NC=CC1 (4-chloro-6-methoxy-7-(3-(3-pyridyl)propoxy)quinoline), ClC1=CC(=C(N)C=C1O)F (4-chloro-2-fluoro-5-hydroxyaniline), Cl (hydrogen chloride). Solvent: CC(CCC)O (2-pentanol), C(C)(C)O (isopropanol). Yields the product ClC1=CC(=C(NC2=CC(=NC3=CC(=CC=C23)OCCCC=2C=NC=CC2)OC)C=C1O)F (4-(4-chloro-2-fluoro-5-hydroxyanilino)-methoxy-7-(3-(3-pyridyl)propoxy)quinoline). Yield: 62.0%. As a reaction SMILES: Cl[C:2]1[C:11]2[C:6](=[CH:7][C:8]([O:14][CH2:15][CH2:16][CH2:17][C:18]3[CH:19]=[N:20][CH:21]=[CH:22][CH:23]=3)=[C:9](OC)[CH:10]=2)[N:5]=[CH:4][CH:3]=1.[Cl:24][C:25]1[C:31]([OH:32])=[CH:30][C:28]([NH2:29])=[C:27]([F:33])[CH:26]=1.Cl.CN([CH:38]=[O:39])C>CC(O)CCC.C(O)(C)C>[Cl:24][C:25]1[C:31]([OH:32])=[CH:30][C:28]([NH:29][C:2]2[C:11]3[C:6](=[CH:7][C:8]([O:14][CH2:15][CH2:16][CH2:17][C:18]4[CH:19]=[N:20][CH:21]=[CH:22][CH:23]=4)=[CH:9][CH:10]=3)[N:5]=[C:4]([O:39][CH3:38])[CH:3]=2)=[C:27]([F:33])[CH:26]=1. Procedure: To a suspension of 4-chloro-6-methoxy-7-(3-(3-pyridyl)propoxy)quinoline (150 mg, 0.46 mmol) in 2-pentanol (5 ml) was added 4-chloro-2-fluoro-5-hydroxyaniline (91 mg, 0.55 mmol), (as described in EP 61741 A2), and 5M hydrogen chloride in isopropanol (0.1 ml). The mixture was heated at reflux for 15 minutes and DMF (3 ml) was added. The mixture was heated at reflux for 5 hours and the volatiles were removed by evaporation. The residue was triturated with isopropanol, collected by filtration and dr... The reactants are C(C)OC(CC1C2=C(B(O1)O)C=C(C=C2CC)O)=O ((4-ethyl-1,6-dihydroxy-1,3-dihydro-benzo[c][1,2]oxaborol-3-yl)-acetic acid ethyl ester), [Li+].[OH-] (LiOH), Cl (HCl). Solvent: C1CCOC1 (THF), O (H2O). Conditions: time 2 hour. Product: C(C)C1=CC(=CC=2B(OC(C21)CC(=O)O)O)O ((4-ethyl-1,6-dihydroxy-1,3-dihydro-benzo[c][1,2]oxaborol-3-yl)-acetic acid). The yield is 48.4%. Reaction SMILES: C([O:3][C:4](=[O:19])[CH2:5][CH:6]1[O:10][B:9]([OH:11])[C:8]2[CH:12]=[C:13]([OH:18])[CH:14]=[C:15]([CH2:16][CH3:17])[C:7]1=2)C.[Li+].[OH-].Cl>C1COCC1.O>[CH2:16]([C:15]1[C:7]2[CH:6]([CH2:5][C:4]([OH:19])=[O:3])[O:10][B:9]([OH:11])[C:8]=2[CH:12]=[C:13]([OH:18])[CH:14]=1)[CH3:17] |f:1.2|. Procedure details: To a solution of (4-ethyl-1,6-dihydroxy-1,3-dihydro-benzo[c][1,2]oxaborol-3-yl)-acetic acid ethyl ester (0.19 g, 0.70 mmol) in THF (8 mL) and H2O (2 mL) was added LiOH (0.178 g) at 0° C. The resulting mixture was stirred at room temperature for 2 hours then cooled to 0° C. and acidified to pH 3 with 6N HCl. The mixture was concentrated in vacuo and the residue purified by preparative HPLC to give (4-ethyl-1,6-dihydroxy-1,3-dihydro-benzo[c][1,2]oxaborol-3-yl)-acetic acid (0.080 g, 50%). 1H NMR (4... Starting materials: C(C)(C)(C)OC(=O)N1CCCC2=CC(=CN=C12)C=1C=NC=C(C1)CN(C(=O)C1CCOCC1)C (6-(5-{[Methyl-(tetrahydro-pyran-4-carbonyl)-amino]-methyl}-pyridin-3-yl)-3,4-dihydro-2H-[1,8]naphthyridine-1-carboxylic acid tert-butyl ester), FC(C(=O)O)(F)F (trifluoroacetic acid). Solvent: C(Cl)Cl (DCM). Reaction conditions: time 16 hour. The product is CN(C(=O)C1CCOCC1)CC=1C=NC=C(C1)C=1C=NC=2NCCCC2C1 (tetrahydro-pyran-4-carboxylic acid methyl-[5-(5,6,7,8-tetrahydro-[1,8]naphthyridin-3-yl)-pyridin-3-ylmethyl]-amide). Isolated yield 91.0%. RXN SMILES: C(OC([N:8]1[C:17]2[C:12](=[CH:13][C:14]([C:18]3[CH:19]=[N:20][CH:21]=[C:22]([CH2:24][N:25]([CH3:34])[C:26]([CH:28]4[CH2:33][CH2:32][O:31][CH2:30][CH2:29]4)=[O:27])[CH:23]=3)=[CH:15][N:16]=2)[CH2:11][CH2:10][CH2:9]1)=O)(C)(C)C.FC(F)(F)C(O)=O>C(Cl)Cl>[CH3:34][N:25]([CH2:24][C:22]1[CH:21]=[N:20][CH:19]=[C:18]([C:14]2[CH:15]=[N:16][C:17]3[NH:8][CH2:9][CH2:10][CH2:11][C:12]=3[CH:13]=2)[CH:23]=1)[C:26]([CH:28]1[CH2:33][CH2:32][O:31][CH2:30][CH2:29]1)=[O:27]. Procedure details: 6-(5-{[Methyl-(tetrahydro-pyran-4-carbonyl)-amino]-methyl}-pyridin-3-yl)-3,4-dihydro-2H-[1,8]naphthyridine-1-carboxylic acid tert-butyl ester (70 mg, 0.15 mmol) is dissolved in DCM (2.0 mL) and trifluoroacetic acid (0.5 mL) is added. The mixture is stirred for 16 hrs and the solvent is removed in vacuo. The residue is dissolved in MeOH and filtered through StratoSphere PL-HCO3 MP SPE cartridge, concentrated and dried to give 50 mg of crude tetrahydro-pyran-4-carboxylic acid methyl-[5-(5,6,7,8-te...